Dataset: the Open Reaction Database (ORD), a public repository of structured organic reaction records. Task: describe an organic reaction: reactants, conditions, products, and yield The reactants are NC=1C=C2C=CC=NC2=C(N1)Br (6-amino-8-bromo-1,7-naphthyridine), N1CCOCC1 (morpholine), resultant mixture. Run in CO (methanol), CO (methanol). Yields the product NC=1C=C2C=CC=NC2=C(N1)N1CCOCC1 (6-amino-8-morpholino-1,7-naphthyridine). Isolated yield 60.8%. As a reaction SMILES: [NH2:1][C:2]1[CH:3]=[C:4]2[C:9](=[C:10](Br)[N:11]=1)[N:8]=[CH:7][CH:6]=[CH:5]2.[NH:13]1[CH2:18][CH2:17][O:16][CH2:15][CH2:14]1>CO>[NH2:1][C:2]1[CH:3]=[C:4]2[C:9](=[C:10]([N:13]3[CH2:18][CH2:17][O:16][CH2:15][CH2:14]3)[N:11]=1)[N:8]=[CH:7][CH:6]=[CH:5]2. Procedure: To a mixture of 800 mg of 6-amino-8-bromo-1,7-naphthyridine and 3.12 g of morpholine, 40 ml of methanol was added. The resultant mixture was refluxed for 13 hours. After the reaction, methanol was distilled off under reduced pressure and chloroform was added to the residue. After washing the chloroform solution with water, it was dried with anhydrous magnesium sulfate. Chloroform was distilled off under reduced pressure and a small amount of acetone was added to the residue to dissolve same. Hex...